From a dataset of the Open Reaction Database (ORD), a public repository of structured organic reaction records. describe an organic reaction: reactants, conditions, products, and yield Starting materials: CC1=NN(C=2N=C(C=3C=CC=CC3C21)OCOC)C (1,3-Dimethyl-5-methoxymethoxy-3H-pyrazolo[3,4-c]isoquinoline), BrN1C(CCC1=O)=O (N-bromosuccinimide). The reagents and catalysts are C(C1=CC=CC=C1)(=O)OOC(C1=CC=CC=C1)=O (benzoyl peroxide). The solvent is C(Cl)(Cl)(Cl)Cl (carbon tetrachloride). Yields the product BrCC1=NN(C=2N=C(C=3C=CC=CC3C21)OCOC)C (1-bromomethyl-3-methyl-5-methoxymethoxy-3H-pyrazolo[3,4-c]isoquinoline). Isolated yield 74.3%. Reaction SMILES: [CH3:1][C:2]1[C:14]2[C:13]3[CH:12]=[CH:11][CH:10]=[CH:9][C:8]=3[C:7]([O:15][CH2:16][O:17][CH3:18])=[N:6][C:5]=2[N:4]([CH3:19])[N:3]=1.[Br:20]N1C(=O)CCC1=O>C(Cl)(Cl)(Cl)Cl.C(OOC(=O)C1C=CC=CC=1)(=O)C1C=CC=CC=1>[Br:20][CH2:1][C:2]1[C:14]2[C:13]3[CH:12]=[CH:11][CH:10]=[CH:9][C:8]=3[C:7]([O:15][CH2:16][O:17][CH3:18])=[N:6][C:5]=2[N:4]([CH3:19])[N:3]=1. Procedure details: 1,3-Dimethyl-5-methoxymethoxy-3H-pyrazolo[3,4-c]isoquinoline (1.03 g), N-bromosuccinimide (0.72 g) and benzoyl peroxide (0.05 g) were dissolved in carbon tetrachloride (20 mL), and the mixture was heated under reflux for 4 hrs. After the completion of the reaction, the reaction mixture was cooled to room temperature, washed with saturated aqueous sodium hydrogen carbonate and dried over magnesium sulfate. The solvent was evaporated. The obtained solid was collected by filtration and washed with ... The reactants are F[B-](F)(F)F, [H+], O=N[O-], Cc1cc(N)nc(C)c1Br, [Na+], O. Product: Cc1cc(F)nc(C)c1Br. RXN SMILES: [F:15][B-:16]([F:17])([F:18])[F:19].[H+:20].[N:11]([O-:12])=[O:13].[NH2:1][c:2]1[n:3][c:4]([CH3:10])[c:5]([Br:9])[c:6]([CH3:8])[cH:7]1.[Na+:14].[OH2:21]>>[c:2]1([F:15])[n:3][c:4]([CH3:10])[c:5]([Br:9])[c:6]([CH3:8])[cH:7]1. The reactants are CN(C)C=O, CC(C)N(CCCl)C(C)C, Cl, [Na+], [OH-], O, Oc1ccc(Nc2nccc(-c3cccnc3)n2)cc1. Yields the product CC(C)N(CCOc1ccc(Nc2nccc(-c3cccnc3)n2)cc1)C(C)C. Reaction SMILES: [CH3:35][N:36]([CH3:37])[CH:38]=[O:39].[CH:22]([CH3:23])([CH3:24])[N:25]([CH:26]([CH3:27])[CH3:28])[CH2:29][CH2:30][Cl:31].[ClH:21].[Na+:33].[OH-:32].[OH2:34].[n:1]1[cH:2][c:3](-[c:7]2[n:8][c:9]([NH:13][c:14]3[cH:15][cH:16][c:17]([OH:20])[cH:18][cH:19]3)[n:10][cH:11][cH:12]2)[cH:4][cH:5][cH:6]1>>[n:1]1[cH:2][c:3](-[c:7]2[n:8][c:9]([NH:13][c:14]3[cH:15][cH:16][c:17]([O:20][CH2:30][CH2:29][N:25]([CH:22]([CH3:23])[CH3:24])[CH:26]([CH3:27])[CH3:28])[cH:18][cH:19]3)[n:10][cH:11][cH:12]2)[cH:4][cH:5][cH:6]1. Starting materials: Cl (Hydrochloric acid), BrC1=CC=C(OCCCC(=O)O)C=C1 (4-(4-bromophenoxy)butyric acid), CC1(COB(OC1)B1OCC(CO1)(C)C)C (5,5,5′,5′-Tetramethyl-[2,2′]bi[[1,3,2]dioxaborinanyl]), C(C)(=O)[O-].[K+] (potassium acetate). Reagents/catalysts: C1=CC=C(C=C1)[PH+](C2=CC=CC=C2)[C]3[CH][CH][CH][CH]3.C1=CC=C(C=C1)[PH+](C2=CC=CC=C2)[C]3[CH][CH][CH][CH]3.C(Cl)Cl.Cl[Pd]Cl.[Fe] (Dichloro[1,1′-bis(diphenylphosphino)ferrocene]palladium(II) dichloromethane adduct). Solvent: CS(=O)C (DMSO). Run at temperature 80 celsius. The product is 2,2-dimethyl-1,3-propanediol boronic ester, B(O)(O)C1=CC=C(OCCCC(=O)O)C=C1 (4-(4-Boronophenoxy)-butyric acid). As a reaction SMILES: Br[C:2]1[CH:14]=[CH:13][C:5]([O:6][CH2:7][CH2:8][CH2:9][C:10]([OH:12])=[O:11])=[CH:4][CH:3]=1.CC1(C)C[O:20][B:19](B2OCC(C)(C)CO2)[O:18]C1.C([O-])(=O)C.[K+].Cl>C1C=CC([PH+]([C]2[CH][CH][CH][CH]2)C2C=CC=CC=2)=CC=1.C1C=CC([PH+]([C]2[CH][CH][CH][CH]2)C2C=CC=CC=2)=CC=1.C(Cl)Cl.Cl[Pd]Cl.[Fe].CS(C)=O>[B:19]([C:2]1[CH:14]=[CH:13][C:5]([O:6][CH2:7][CH2:8][CH2:9][C:10]([OH:12])=[O:11])=[CH:4][CH:3]=1)([OH:20])[OH:18] |f:2.3,5.6.7.8.9,^1:41,42,43,44,45,59,60,61,62,63|. Procedure details: A resealable tube was charged with 4-(4-bromophenoxy)butyric acid (259 mg, 1.0 mmol), 5,5,5′,5′-Tetramethyl-[2,2′]bi[[1,3,2]dioxaborinanyl] (249 mg, 1.1 mmol), potassium acetate (245 mg, 2.5 mmol), and DMSO (2 mL). The resulting orange suspension was deoxygenated by sparging with nitrogen gas. Dichloro[1,1′-bis(diphenylphosphino)ferrocene]palladium(II) dichloromethane adduct (30 mg, 0.041 mmol) was added, and the tube was sealed tightly and heated at 80° C. overnight. Hydrochloric acid (1N) was ... The reactants are C1(=CC=CC=C1)SCCCCOC1=C2CCC(NC2=CC=C1)=O (5-(4-phenylmercapto-butoxy)-3,4-dihydro-carbostyril), ClC=1C(C(=C(C(C1Cl)=O)C#N)C#N)=O (2,3-dichloro-5,6-dicyano-benzoquinone). Yields the product C1(=CC=CC=C1)SCCCCOC1=C2C=CC(NC2=CC=C1)=O (5-(4-Phenylmercapto-butoxy)-carbostyril). RXN SMILES: [C:1]1([S:7][CH2:8][CH2:9][CH2:10][CH2:11][O:12][C:13]2[CH:22]=[CH:21][CH:20]=[C:19]3[C:14]=2[CH2:15][CH2:16][C:17](=[O:23])[NH:18]3)[CH:6]=[CH:5][CH:4]=[CH:3][CH:2]=1.ClC1C(=O)C(C#N)=C(C#N)C(=O)C=1Cl>>[C:1]1([S:7][CH2:8][CH2:9][CH2:10][CH2:11][O:12][C:13]2[CH:22]=[CH:21][CH:20]=[C:19]3[C:14]=2[CH:15]=[CH:16][C:17](=[O:23])[NH:18]3)[CH:6]=[CH:5][CH:4]=[CH:3][CH:2]=1. Reported procedure: Prepared analogous to Example 86 from 5-(4-phenylmercapto-butoxy)-3,4-dihydro-carbostyril and 2,3-dichloro-5,6-dicyano-benzoquinone. Reactants: O=C([O-])[O-], CO, [K+], [K+], CC(C)(C)OC(=O)N(Cc1ccc2c(c1)OCCO2)C1CCN(C(=O)C(F)(F)F)CC1, O. The product is CC(C)(C)OC(=O)N(Cc1ccc2c(c1)OCCO2)C1CCNCC1. Reaction SMILES: [C:32](=[O:33])([O-:34])[O-:35].[CH3:38][OH:39].[K+:36].[K+:37].[O:1]1[CH2:2][CH2:3][O:4][c:5]2[c:6]1[cH:7][cH:8][c:9]([CH2:11][N:12]([C:13]([O:14][C:15]([CH3:16])([CH3:17])[CH3:18])=[O:19])[CH:20]1[CH2:21][CH2:22][N:23]([C:26](=[O:27])[C:28]([F:29])([F:30])[F:31])[CH2:24][CH2:25]1)[cH:10]2.[OH2:40]>>[O:1]1[CH2:2][CH2:3][O:4][c:5]2[c:6]1[cH:7][cH:8][c:9]([CH2:11][N:12]([C:13]([O:14][C:15]([CH3:16])([CH3:17])[CH3:18])=[O:19])[CH:20]1[CH2:21][CH2:22][NH:23][CH2:24][CH2:25]1)[cH:10]2.